Dataset: the Open Reaction Database (ORD), a public repository of structured organic reaction records. Task: describe an organic reaction: reactants, conditions, products, and yield Reactants: ClC1=CC=C2C(C(=O)OC(N2)=O)=C1 (5-chloroisatoic anhydride), N1C(=O)C(=O)C2=CC=CC=C12 (isatin), FC=1C=C2C(C(NC2=CC1)=O)=O (5-fluoroisatin). Yields the product FC=1C=C2C(N3C(=NC2=CC1)C(C1=CC=CC=C13)=O)=O (2-Fluoroindolo[2,1-b]quinazoline-6,12-dione). Isolated yield 57.0%. Reaction SMILES: Cl[C:2]1[CH:13]=[C:6]2[C:7]([O:9][C:10](=[O:12])[NH:11][C:5]2=[CH:4][CH:3]=1)=O.N1C2C(=CC=CC=2)C(=O)C1=O.[F:25][C:26]1[CH:27]=[C:28]2[C:32](=[CH:33][CH:34]=1)[NH:31][C:30](=O)C2=O>>[F:25][C:26]1[CH:34]=[C:33]2[C:32](=[CH:28][CH:27]=1)[N:31]=[C:30]1[C:7](=[O:9])[C:6]3[C:5]([N:11]1[C:10]2=[O:12])=[CH:4][CH:3]=[CH:2][CH:13]=3. Procedure: Using the procedure in Example 12, and substituting 5-fluoroisatoic anhydride for 5-chloroisatoic anhydride and isatin for 5-fluoroisatin gave 650 mg (57%) of the title compound: mp 295° C. (dec); 1H NMR (DMSO-d6) δ 7.48-7.54 (m, 1H), 7.82-7.94 (m, 3H), 8.02-8.08 (m, 2H), 8.46-8.51 (m, 1H); MS (M+H)+ 267.1. The reactants are ClC1=C(OC=2C=NN(C(C2)=O)C(C(=O)O)CC2CCCCC2)C=CC(=C1)OC (2-[4-(2-chloro-4-methoxy-phenoxy)-6-oxo-6H-pyridazin-1-yl]-3-cyclohexyl-propionic acid), NC1=NN(C=C1)CC(C)(O)C (1-(3-amino-pyrazol-1-yl)-2-methyl-propan-2-ol), ClC1=C(OC=2C=NN(C(C2)=O)C(C(=O)O)CC2CCCCC2)C=CC(=C1)OC (2-[4-(2-chloro-4-methoxy-phenoxy)-6-oxo-6H-pyridazin-1-yl]-3-cyclohexyl-propionic acid), NC1=NN(C=C1)CC(C)(O)C (1-(3-amino-pyrazol-1-yl)-2-methyl-propan-2-ol). The product is ClC1=C(OC=2C=NN(C(C2)=O)C(C(=O)NC2=NN(C=C2)CC(C)(C)O)CC2CCCCC2)C=CC(=C1)OC (2-[4-(2-chloro-4-methoxy-phenoxy)-6-oxo-6H-pyridazin-1-yl]-3-cyclohexyl-N-[1-(2-hydroxy-2-methyl-propyl)-1H-pyrazol-3-yl]-propionamide). The yield is 63.0%. Reaction SMILES: [Cl:1][C:2]1[CH:26]=[C:25]([O:27][CH3:28])[CH:24]=[CH:23][C:3]=1[O:4][C:5]1[CH:6]=[N:7][N:8]([CH:12]([CH2:16][CH:17]2[CH2:22][CH2:21][CH2:20][CH2:19][CH2:18]2)[C:13]([OH:15])=O)[C:9](=[O:11])[CH:10]=1.[NH2:29][C:30]1[CH:34]=[CH:33][N:32]([CH2:35][C:36]([CH3:39])([OH:38])[CH3:37])[N:31]=1>>[Cl:1][C:2]1[CH:26]=[C:25]([O:27][CH3:28])[CH:24]=[CH:23][C:3]=1[O:4][C:5]1[CH:6]=[N:7][N:8]([CH:12]([CH2:16][CH:17]2[CH2:22][CH2:21][CH2:20][CH2:19][CH2:18]2)[C:13]([NH:29][C:30]2[CH:34]=[CH:33][N:32]([CH2:35][C:36]([OH:38])([CH3:37])[CH3:39])[N:31]=2)=[O:15])[C:9](=[O:11])[CH:10]=1. Procedure: Using the method described in Example 49, 2-[4-(2-chloro-4-methoxy-phenoxy)-6-oxo-6H-pyridazin-1-yl]-3-cyclohexyl-propionic acid (Intermediate 90) and 1-(3-amino-pyrazol-1-yl)-2-methyl-propan-2-ol (Intermediate 1) afforded 2-[4-(2-chloro-4-methoxy-phenoxy)-6-oxo-6H-pyridazin-1-yl]-3-cyclohexyl-N-[1-(2-hydroxy-2-methyl-propyl)-1H-pyrazol-3-yl]-propionamide as an off-white solid (190 mg, 63%); ES+-HRMS m/e calcd for C27H34N5O5Cl [M+H+] 544.2321 found 544.2324. 1H NMR (300 MHz, DMSO-d6) δ ppm 0.88-... Reactants: BrC1=CC(=C(C(=O)OC)C=C1)CBr (methyl 4-bromo-2-(bromomethyl)benzoate), CN1CCC(CC1)N (1-methylpiperidin-4-amine), C([O-])([O-])=O.[K+].[K+] (potassium carbonate). The solvent is C(C)O (ethanol). Conditions: temperature 80 celsius, time 1 hour. Yields the product BrC=1C=C2CN(C(C2=CC1)=O)C1CCN(CC1)C (5-bromo-2-(1-methylpiperidin-4-yl)isoindolin-1-one). Reaction SMILES: [Br:1][C:2]1[CH:11]=[CH:10][C:5]([C:6]([O:8]C)=O)=[C:4]([CH2:12]Br)[CH:3]=1.[CH3:14][N:15]1[CH2:20][CH2:19][CH:18]([NH2:21])[CH2:17][CH2:16]1.C(=O)([O-])[O-].[K+].[K+]>C(O)C>[Br:1][C:2]1[CH:3]=[C:4]2[C:5](=[CH:10][CH:11]=1)[C:6](=[O:8])[N:21]([CH:18]1[CH2:19][CH2:20][N:15]([CH3:14])[CH2:16][CH2:17]1)[CH2:12]2 |f:2.3.4|. Procedure: A mixture of methyl 4-bromo-2-(bromomethyl)benzoate (0.3 g, 1 mmol; AstaTech Cat. No. 27012), 1-methylpiperidin-4-amine (0.14 g, 1.3 mmol)(Combi-blocks Cat. No. 4003460), and potassium carbonate (0.19 g, 1.4 mmol) in ethanol (5 mL) in a sealed reaction vial was stirred at 80° C. for 1 h. After cooling the solid was filtered off. The filtrate was concentrated under reduced pressure. The residue was purified by flash chromatography on a silica gel column with ethyl acetate in hexanes (0-50%) to af... RXN SMILES: ClC1C=CC2SC=C(CN3CCN(C4SC(C(O)=O)=C(C)N=4)C3=O)C=2C=1.[F:27][C:28]1[CH:49]=[CH:48][C:31]([CH2:32][N:33]2[CH2:37][CH2:36][N:35]([C:38]3[S:39][C:40]([C:44](O)=[O:45])=[C:41]([CH3:43])[N:42]=3)[C:34]2=[O:47])=[CH:30][CH:29]=1.[CH3:50][C:51]1[S:52][C:53]([CH2:56][NH2:57])=[CH:54][N:55]=1>>[F:27][C:28]1[CH:29]=[CH:30][C:31]([CH2:32][N:33]2[CH2:37][CH2:36][N:35]([C:38]3[S:39][C:40]([C:44]([NH:57][CH2:56][C:53]4[S:52][C:51]([CH3:50])=[N:55][CH:54]=4)=[O:45])=[C:41]([CH3:43])[N:42]=3)[C:34]2=[O:47])=[CH:48][CH:49]=1. The yield is 45.0%. Reactants: ClC1=CC2=C(SC=C2CN2C(N(CC2)C=2SC(=C(N2)C)C(=O)O)=O)C=C1 (2-(3-((5-chlorobenzo[b]thiophen-3-yl)methyl)-2-oxoimidazolidin-1-yl)-4-methylthiazole-5-carboxylic acid), FC1=CC=C(CN2C(N(CC2)C=2SC(=C(N2)C)C(=O)O)=O)C=C1 (2-(3-(4-fluorobenzyl)-2-oxoimidazolidin-1-yl)-4-methylthiazole-5-carboxylic acid), CC=1SC(=CN1)CN ((2-methylthiazol-5-yl)methanamine). Procedure: Following the procedure as described in Example 32, making variations as required to replace 2-(3-((5-chlorobenzo[b]thiophen-3-yl)methyl)-2-oxoimidazolidin-1-yl)-4-methylthiazole-5-carboxylic acid with 2-(3-(4-fluorobenzyl)-2-oxoimidazolidin-1-yl)-4-methylthiazole-5-carboxylic acid to react with (2-methylthiazol-5-yl)methanamine, the title compound was obtained as a colorless solid in 45% yield: mp 213-215° C.; 1H NMR (300 MHz, CDCl3) δ 7.30-7.25 (m, 2H), 7.07-7.01 (m, 3H), 6.29 (br s, 1 H), 4.6... Yields the product FC1=CC=C(CN2C(N(CC2)C=2SC(=C(N2)C)C(=O)NCC2=CN=C(S2)C)=O)C=C1 (2-(3-(4-fluorobenzyl)-2-oxoimidazolidin-1-yl)-4-methyl-N-((2-methylthiazol-5-yl)methyl)thiazole-5-carboxamide). Reactants: C1CCNCC1, Cc1c(C=O)[nH]c2c1C(=O)N(CCN1CCOCC1)CC2, CCO, O=C1Cc2cc(F)ccc2N1. Yields the product Cc1c(C=C2C(=O)Nc3ccc(F)cc32)[nH]c2c1C(=O)N(CCN1CCOCC1)CC2. As a reaction SMILES: [CH2:33]1[CH2:34][CH2:35][NH:36][CH2:37][CH2:38]1.[CH3:1][c:2]1[c:3]([CH:20]=[O:21])[nH:4][c:5]2[c:6]1[C:7](=[O:19])[N:8]([CH2:11][CH2:12][N:13]1[CH2:14][CH2:15][O:16][CH2:17][CH2:18]1)[CH2:9][CH2:10]2.[CH3:39][CH2:40][OH:41].[F:22][c:23]1[cH:24][c:25]2[c:29]([cH:30][cH:31]1)[NH:28][C:27](=[O:32])[CH2:26]2>>[CH3:1][c:2]1[c:3]([CH:20]=[C:26]2[c:25]3[cH:24][c:23]([F:22])[cH:31][cH:30][c:29]3[NH:28][C:27]2=[O:32])[nH:4][c:5]2[c:6]1[C:7](=[O:19])[N:8]([CH2:11][CH2:12][N:13]1[CH2:14][CH2:15][O:16][CH2:17][CH2:18]1)[CH2:9][CH2:10]2.